describe an organic reaction: reactants, conditions, products, and yield From a dataset of the Open Reaction Database (ORD), a public repository of structured organic reaction records. Starting materials: Brc1ccccc1, CCCCCC, CCOC(=O)c1c(O)c(Cl)c(C)n(C)c1=O, Nc1nccs1. Yields the product Cc1c(Cl)c(O)c(C(=O)Nc2nccs2)c(=O)n1C. RXN SMILES: [Br:23][c:24]1[cH:25][cH:26][cH:27][cH:28][cH:29]1.[CH3:30][CH2:31][CH2:32][CH2:33][CH2:34][CH3:35].[Cl:1][c:2]1[c:3]([OH:16])[c:4]([C:11]([O:13][CH2:12][CH3:14])=[O:15])[c:5](=[O:10])[n:6]([CH3:9])[c:7]1[CH3:8].[NH2:17][c:18]1[s:19][cH:20][cH:21][n:22]1>>[Cl:1][c:2]1[c:3]([OH:16])[c:4]([C:11](=[O:13])[NH:17][c:18]2[s:19][cH:20][cH:21][n:22]2)[c:5](=[O:10])[n:6]([CH3:9])[c:7]1[CH3:8]. The reactants are C1(=CC=CC=C1)C(C(=O)O)C (2-phenylpropionic acid), CN(C=O)C (dimethylformamide), C(C(=O)Cl)(=O)Cl (oxalyl chloride). The solvent is C(Cl)Cl (methylene chloride). Run at time 30 minute. The product is C1(=CC=CC=C1)C(C(=O)Cl)C (2-phenylpropionyl chloride). As a reaction SMILES: [C:1]1([CH:7]([CH3:11])[C:8](O)=[O:9])[CH:6]=[CH:5][CH:4]=[CH:3][CH:2]=1.CN(C)C=O.C(Cl)(=O)C([Cl:20])=O>C(Cl)Cl>[C:1]1([CH:7]([CH3:11])[C:8]([Cl:20])=[O:9])[CH:6]=[CH:5][CH:4]=[CH:3][CH:2]=1. Procedure: To a stirred solution of 2-phenylpropionic acid (0.36 mL; 2.6 mmol) and a catalytic amount of dry dimethylformamide (ca. 10 μL) in 3.0 mL of dry methylene chloride under nitrogen at room temperature was added oxalyl chloride (0.34 mL; 3.9 mmol) dropwise. After 30 minutes, the mixture was concentrated in vacuo and used immediately for Step 2. Starting materials: OC1CCNCC1 (4-hydroxypiperidine), C(C)(C)(C)OC(=O)N1CCC(=CC1)C1=CC2=C(C3=NC(=CN3CCO2)C=2N(N=CN2)C(C)C)C=C1 (4-[2-(2-Isopropyl-2H-[1,2,4]triazol-3-yl)-4,5-dihydro-6-oxa-1,3a-diaza-benzo[e]azulen-8-yl]-3,6-dihydro-2H-pyridine-1-carboxylic acid tert-butyl ester), B.C1CCOC1 (borane THF), [OH-].[Na+] (sodium hydroxide), OO (hydrogen peroxide). The solvent is COCCOCCOC (diethyleneglycol dimethyl ether), O (water), O (water). Reaction conditions: time 16 hour. The product is C(C)(C)(C)OC(=O)N1C[C@H]([C@@H](CC1)C1=CC2=C(C3=NC(=CN3CCO2)C=2N(N=CN2)C(C)C)C=C1)O (racemic-trans-3-Hydroxy-4-[2-(2-isopropyl-2H-[1,2,4]triazol-3-yl)-4,5-dihydro-6-oxa-1,3a-diaza-benzo[e]azulen-8-yl]-piperidine-1-carboxylic acid tert-butyl ester). Yield: 5.0%. RXN SMILES: [C:1]([O:5][C:6]([N:8]1[CH2:13][CH:12]=[C:11]([C:14]2[CH:35]=[CH:34][C:17]3[C:18]4[N:22]([CH2:23][CH2:24][O:25][C:16]=3[CH:15]=2)[CH:21]=[C:20]([C:26]2[N:27]([CH:31]([CH3:33])[CH3:32])[N:28]=[CH:29][N:30]=2)[N:19]=4)[CH2:10][CH2:9]1)=[O:7])([CH3:4])([CH3:3])[CH3:2].B.C1C[O:40]CC1.[OH-].[Na+].OO.OC1CCNCC1>COCCOCCOC.O>[C:1]([O:5][C:6]([N:8]1[CH2:9][CH2:10][C@@H:11]([C:14]2[CH:35]=[CH:34][C:17]3[C:18]4[N:22]([CH2:23][CH2:24][O:25][C:16]=3[CH:15]=2)[CH:21]=[C:20]([C:26]2[N:27]([CH:31]([CH3:32])[CH3:33])[N:28]=[CH:29][N:30]=2)[N:19]=4)[C@H:12]([OH:40])[CH2:13]1)=[O:7])([CH3:2])([CH3:4])[CH3:3] |f:1.2,3.4|. Procedure: 4-[2-(2-Isopropyl-2H-[1,2,4]triazol-3-yl)-4,5-dihydro-6-oxa-1,3a-diaza-benzo[e]azulen-8-yl]-3,6-dihydro-2H-pyridine-1-carboxylic acid tert-butyl ester (1.05 g, 2.21 mmol) was partially dissolved in dry diethyleneglycol dimethyl ether (25 mL) and a solution of borane/THF complex (1M in THF, 13.2 mL, 13.2 mmol) was added dropwise. After stirring briefly at room temperature, the mixture was allowed to stand for 16 h. The mixture was then cooled in ice, and water (2 mL), 2M sodium hydroxide (6.5 mL)...